From a dataset of the Open Reaction Database (ORD), a public repository of structured organic reaction records. describe an organic reaction: reactants, conditions, products, and yield The yield is 50.0%. RXN SMILES: [OH:1][C:2]1[CH:3]=[C:4]2[C:8](=[CH:9][CH:10]=1)[NH:7][C:6](=[O:11])[CH:5]2[CH:12]([CH3:14])[CH3:13].C(O)C.[CH2:18]([CH:20]1[O:22][CH2:21]1)Cl.[OH-].[K+]>O>[O:22]1[CH2:21][CH:20]1[CH2:18][O:1][C:2]1[CH:3]=[C:4]2[C:8](=[CH:9][CH:10]=1)[NH:7][C:6](=[O:11])[CH:5]2[CH:12]([CH3:14])[CH3:13] |f:3.4|. Procedure details: 18 g. 5-Hydroxy-3-isopropylindolinone are dissolved in 150 ml. ethanol, 22 ml. epichlorohydrin are added thereto, the mixture is mixed with 5.3 g. potassium hydroxide in 5 ml. water and the reaction mixture is stirred for 2 days at ambient temperature. After the addition of 200 ml. water, the reaction mixture is extracted with ethyl acetate and the extract purified over a column of silica gel with methylene chloride/methanol (95:5 v/v). There are obtained 11 g. of the title compound; yield 50% o... Starting materials: OC=1C=C2C(C(NC2=CC1)=O)C(C)C (5-Hydroxy-3-isopropylindolinone), [OH-].[K+] (potassium hydroxide), C(C)O (ethanol), C(Cl)C1CO1 (epichlorohydrin). The solvent is O (water). The product is O1C(COC=2C=C3C(C(NC3=CC2)=O)C(C)C)C1 (5-(2,3-Epoxypropoxy)-3-isopropylindolinone). Reaction SMILES: [H-].[Na+].[CH2:3]([OH:7])[C:4]#[C:5][CH3:6].Cl[C:9]1[CH:14]=[C:13]([CH2:15][C:16]2[CH:21]=[CH:20][CH:19]=[CH:18][C:17]=2[Br:22])[N:12]=[CH:11][N:10]=1.[Cl-].[NH4+]>O1CCCC1>[CH2:3]([O:7][C:9]1[CH:14]=[C:13]([CH2:15][C:16]2[CH:21]=[CH:20][CH:19]=[CH:18][C:17]=2[Br:22])[N:12]=[CH:11][N:10]=1)[C:4]#[C:5][CH3:6] |f:0.1,4.5|. Starting materials: C(C#CC)O (2-butyn-1-ol), [H-].[Na+] (sodium hydride), [Cl-].[NH4+] (ammonium chloride), ClC1=NC=NC(=C1)CC1=C(C=CC=C1)Br (4-chloro-6-(2-bromobenzyl)pyrimidine). The yield is 98.3%. Reported procedure: In 2 ml of tetrahydrofuran was suspended 0.04 g of sodium hydride (60% in oil), to which 0.6 ml of a tetrahydrofuran solution containing 0.06 g of 2-butyn-1-ol was slowly added dropwise with stirring at room temperature. The mixture was stirred at room temperature for 20 minutes, to which 0.6 ml of a tetrahydrofuran solution containing 0.2 g of 4-chloro-6-(2-bromobenzyl)pyrimidine was slowly added dropwise at room temperature, followed by stirring for 4 hours. The reaction mixture was then poure... The product is C(C#CC)OC1=NC=NC(=C1)CC1=C(C=CC=C1)Br (4-(2-butynyloxy)-6-(2-bromobenzyl)pyrimidine). The solvent is O1CCCC1 (tetrahydrofuran), O1CCCC1 (tetrahydrofuran), O1CCCC1 (tetrahydrofuran). Reactants: COC1=CC=C(C=CC2=CC=C(CO)C=C2)C=C1 (4-(4-methoxystyryl)benzyl alcohol), Br (hydrogen bromide), COC1=CC=C(CC2=CC=C(CBr)C=C2)C=C1 (4-(4-Methoxybenzyl)benzyl bromide). The solvent is C(Cl)Cl (methylene dichloride). Yields the product COC1=CC=C(C=CC2=CC=C(CBr)C=C2)C=C1 (4-(4-Methoxystyryl)benzyl bromide). RXN SMILES: [CH3:1][O:2][C:3]1[CH:18]=[CH:17][C:6]([CH:7]=[CH:8][C:9]2[CH:16]=[CH:15][C:12]([CH2:13]O)=[CH:11][CH:10]=2)=[CH:5][CH:4]=1.Br.COC1C=CC(CC2C=CC(C[Br:32])=CC=2)=CC=1>C(Cl)Cl>[CH3:1][O:2][C:3]1[CH:18]=[CH:17][C:6]([CH:7]=[CH:8][C:9]2[CH:16]=[CH:15][C:12]([CH2:13][Br:32])=[CH:11][CH:10]=2)=[CH:5][CH:4]=1. Procedure: 4-(4-Methoxystyryl)benzyl bromide was prepared from 55 g. of 4-(4-methoxystyryl)benzyl alcohol and hydrogen bromide in 750 ml. of methylene dichloride according to the procedure of Example 1, part (e); yield 50 g., m.p. 147°-148° C. when recrystallized from ethyl acetate.